Task: describe an organic reaction: reactants, conditions, products, and yield. Dataset: the Open Reaction Database (ORD), a public repository of structured organic reaction records Product: C(#N)C=1C=C(CN2C([C@H](CC2)N(S(=O)(=O)C2=CC(=C(C=C2)C2=CC=CC=C2)F)C)=O)C=CC1 (2-Fluorobiphenyl-4-sulfonic acid [1-(3-cyanobenzyl)-2-oxopyrrolidin-3-(S)-yl]-methylamide). Reported procedure: The title compound is prepared as described in EXAMPLE 26, Part A using 2-fluorobiphenyl-4-sulfonic acid [1-(3-cyanobenzyl)-2-oxopyrrolidin-3-(S)-yl]amide and methyl iodide. The crude product is purified by column chromatography eluting with gradient of 10% EtOAc/CH2Cl2 to 20% EtOAc/CH2Cl2 to afford the title compound as a white foam. The reactants are C(#N)C=1C=C(CN2C([C@H](CC2)NS(=O)(=O)C2=CC(=C(C=C2)C2=CC=CC=C2)F)=O)C=CC1 (2-fluorobiphenyl-4-sulfonic acid [1-(3-cyanobenzyl)-2-oxopyrrolidin-3-(S)-yl]amide), CI (methyl iodide). RXN SMILES: [C:1]([C:3]1[CH:4]=[C:5]([CH:30]=[CH:31][CH:32]=1)[CH2:6][N:7]1[CH2:11][CH2:10][C@H:9]([NH:12][S:13]([C:16]2[CH:21]=[CH:20][C:19]([C:22]3[CH:27]=[CH:26][CH:25]=[CH:24][CH:23]=3)=[C:18]([F:28])[CH:17]=2)(=[O:15])=[O:14])[C:8]1=[O:29])#[N:2].[CH3:33]I>>[C:1]([C:3]1[CH:4]=[C:5]([CH:30]=[CH:31][CH:32]=1)[CH2:6][N:7]1[CH2:11][CH2:10][C@H:9]([N:12]([CH3:33])[S:13]([C:16]2[CH:21]=[CH:20][C:19]([C:22]3[CH:27]=[CH:26][CH:25]=[CH:24][CH:23]=3)=[C:18]([F:28])[CH:17]=2)(=[O:15])=[O:14])[C:8]1=[O:29])#[N:2]. Starting materials: S(=O)(Cl)Cl (Thionyl chloride), ClC1=CC=C(C=C1)C1CC(C(C2=CC(=CC=C12)OCCN(C)C)O)(C)C (4-(4-chlorophenyl)-1-hydroxy-2,2-dimethyl-7-(2-dimethylaminoethoxy)tetralin), ether-sodium carbonate. The solvent is C1=CC=CC=C1 (benzene). Run at time 16 hour. The product is ClC1C(CC(C2=CC=C(C=C12)OCCN(C)C)C1=CC=C(C=C1)Cl)(C)C (1-chloro-4-(4-chlorophenyl)-2,2-dimethyl-7-(2-dimethylaminoethoxy)tetralin), hydrochloride salt. Reaction SMILES: S(Cl)([Cl:3])=O.[Cl:5][C:6]1[CH:11]=[CH:10][C:9]([CH:12]2[C:21]3[C:16](=[CH:17][C:18]([O:22][CH2:23][CH2:24][N:25]([CH3:27])[CH3:26])=[CH:19][CH:20]=3)[CH:15](O)[C:14]([CH3:30])([CH3:29])[CH2:13]2)=[CH:8][CH:7]=1>C1C=CC=CC=1>[Cl:3][CH:15]1[C:16]2[C:21](=[CH:20][CH:19]=[C:18]([O:22][CH2:23][CH2:24][N:25]([CH3:27])[CH3:26])[CH:17]=2)[CH:12]([C:9]2[CH:10]=[CH:11][C:6]([Cl:5])=[CH:7][CH:8]=2)[CH2:13][C:14]1([CH3:30])[CH3:29]. Procedure: Thionyl chloride (3 ml) was added dropwise to a stirred solution of 4-(4-chlorophenyl)-1-hydroxy-2,2-dimethyl-7-(2-dimethylaminoethoxy)tetralin (2.0 g) in benzene (50 ml), the temperature being maintained at 5°-10°. After being stirred at room temperature for 16 hr., the solution was taken to dryness in vacuo, the residue shaken with ether-sodium carbonate solution and the ether extract dried (MgSO4). Addition of ethereal hydrogen chloride solution precipitated a viscous oil, which was separated...